This data is from the Open Reaction Database (ORD), a public repository of structured organic reaction records. The task is: describe an organic reaction: reactants, conditions, products, and yield Reactants: CC1(OCC(O1)COC1=C(C=C(C(=N)NO)C=C1C)C)C (rac-4-(2,2-dimethyl-[1,3]dioxolan-4-ylmethoxy)-N-hydroxy-3,5-dimethyl-benzamidine), OC1=C(C=C(C#N)C=C1C)OC (4-hydroxy-3-methoxy-5-methyl-benzonitrile), CC1(OC[C@H](O1)CO)C (L-α,β-isopropylidene glycerol). Yields the product CC1(OC[C@H](O1)COC1=C(C=C(C(=N)NO)C=C1C)OC)C ((R)-4-(2,2-dimethyl-[1,3]dioxolan-4-ylmethoxy)-N-hydroxy-3-methoxy-5-methyl-benzamidine), oil. As a reaction SMILES: [CH3:1][C:2]1([CH3:21])[O:6][CH:5]([CH2:7][O:8][C:9]2[C:18](C)=[CH:17][C:12]([C:13]([NH:15][OH:16])=[NH:14])=[CH:11][C:10]=2[CH3:20])[CH2:4][O:3]1.[OH:22][C:23]1C(C)=CC(C#N)=CC=1OC.CC1(C)O[C@H](CO)CO1>>[CH3:21][C:2]1([CH3:1])[O:6][C@H:5]([CH2:7][O:8][C:9]2[C:10]([CH3:20])=[CH:11][C:12]([C:13]([NH:15][OH:16])=[NH:14])=[CH:17][C:18]=2[O:22][CH3:23])[CH2:4][O:3]1. Reported procedure: The title compound is obtained as a beige oil (1.16 g) in analogy to rac-4-(2,2-dimethyl-[1,3]dioxolan-4-ylmethoxy)-N-hydroxy-3,5-dimethyl-benzamidine starting from 4-hydroxy-3-methoxy-5-methyl-benzonitrile and L-α,β-isopropylidene glycerol. LC-MS: tR=0.65 min, [M+H]+=311.0. The reactants are CS(=O)(=O)OCCCOC(=O)C1C(N(C2=C(C(=N1)C1=CC=CC=C1)C=C(C=C2)Cl)C)=O (7-chloro-2,3-dihydro-1-methyl-2-oxo-5-phenyl-1H-1,4-benzodiazepine-3-carboxylic acid 3-[(methylsulfonyl)oxy]propyl ester), C1(CCCCC1)N (cyclohexylamine), C1(CCCCC1)NCCCOC(=O)C1C(N(C2=C(C(=N1)C1=CC=CC=C1)C=C(C=C2)Cl)C)=O (7-chloro-2,3-dihydro-1-methyl-2-oxo-5-phenyl-1H-1,4-benzodiazepine-3-carboxylic acid 3-(cyclohexylamino)propyl ester). Solvent: CC(=O)C (acetone). The product is Cl.C1(CCCCC1)NCCCOC(=O)C=1NC(=C2C=C(C=CC12)Cl)C1=CC=CC=C1 (5-chloro-3-phenylisoindole-1-carboxylic acid 3-(cyclohexylamino)propyl ester hydrochloride). As a reaction SMILES: CS(OCCCOC(C1N=C(C2C=CC=CC=2)C2C=C([Cl:29])C=CC=2N(C)C1=O)=O)(=O)=O.C1(N)CCCCC1.[CH:39]1([NH:45][CH2:46][CH2:47][CH2:48][O:49][C:50]([CH:52]2[N:58]=[C:57]([C:59]3[CH:64]=[CH:63][CH:62]=[CH:61][CH:60]=3)[C:56]3[CH:65]=[C:66]([Cl:69])[CH:67]=[CH:68][C:55]=3N(C)C2=O)=[O:51])[CH2:44][CH2:43][CH2:42][CH2:41][CH2:40]1>CC(C)=O>[ClH:29].[CH:39]1([NH:45][CH2:46][CH2:47][CH2:48][O:49][C:50]([C:52]2[NH:58][C:57]([C:59]3[CH:64]=[CH:63][CH:62]=[CH:61][CH:60]=3)=[C:56]3[C:55]=2[CH:68]=[CH:67][C:66]([Cl:69])=[CH:65]3)=[O:51])[CH2:40][CH2:41][CH2:42][CH2:43][CH2:44]1 |f:4.5|. Procedure details: A solution of 7-chloro-2,3-dihydro-1-methyl-2-oxo-5-phenyl-1H-1,4-benzodiazepine-3-carboxylic acid 3-[(methylsulfonyl)oxy]propyl ester in 400 ml. of acetone is treated with 100 ml. of cyclohexylamine and the mixture is boiled at reflux for 2 hours. The mixture is then concentrated to dryness under reduced pressure and the residue dissolved in 300 ml. of benzene. After washing with water, the organic solution is shaken with an excess of 2-N hydrochloric acid. The clear aqueous phase is made alkal... Reactants: Cl.N[C@@H]1CC[C@H](CC1)NC(=O)C1=C(NC=2C1=NC=CC2C2=C(C=C(C=C2)F)OCC2CC2)C (N-(trans-4-aminocyclohexyl)-7-[2-(cyclopropylmethoxy)-4-fluorophenyl]-2-methyl-1H-pyrrolo[3,2-b]pyridine-3-carboxamide hydrochloride), C(C)(=O)OCC(=O)Cl (2-chloro-2-oxoethyl acetate). The product is C1(CC1)COC1=C(C=CC(=C1)F)C1=C2C(=NC=C1)C(=C(N2)C)C(=O)N[C@@H]2CC[C@H](CC2)NC(CO)=O (7-[2-(Cyclopropylmethoxy)-4-fluorophenyl]-N-{trans-4-[(hydroxyacetyl)amino]cyclohexyl}-2-methyl-1H-pyrrolo[3,2-b]pyridine-3-carboxamide). As a reaction SMILES: Cl.[NH2:2][C@H:3]1[CH2:8][CH2:7][C@H:6]([NH:9][C:10]([C:12]2[C:16]3=[N:17][CH:18]=[CH:19][C:20]([C:21]4[CH:26]=[CH:25][C:24]([F:27])=[CH:23][C:22]=4[O:28][CH2:29][CH:30]4[CH2:32][CH2:31]4)=[C:15]3[NH:14][C:13]=2[CH3:33])=[O:11])[CH2:5][CH2:4]1.C([O:37][CH2:38][C:39](Cl)=[O:40])(=O)C>>[CH:30]1([CH2:29][O:28][C:22]2[CH:23]=[C:24]([F:27])[CH:25]=[CH:26][C:21]=2[C:20]2[CH:19]=[CH:18][N:17]=[C:16]3[C:12]([C:10]([NH:9][C@H:6]4[CH2:7][CH2:8][C@H:3]([NH:2][C:38](=[O:37])[CH2:39][OH:40])[CH2:4][CH2:5]4)=[O:11])=[C:13]([CH3:33])[NH:14][C:15]=23)[CH2:31][CH2:32]1 |f:0.1|. Procedure details: Starting from N-(trans-4-aminocyclohexyl)-7-[2-(cyclopropylmethoxy)-4-fluorophenyl]-2-methyl-1H-pyrrolo[3,2-b]pyridine-3-carboxamide hydrochloride (example D.f5) and commercially available 2-chloro-2-oxoethyl acetate the title compound is obtained as colorless solid. The reactants are CC1=C(C2=C(S1)C=C1C=CC=CC1=C2C2=CC=C(C=C2)OC(C)=O)C (acetic acid 4-(2,3-dimethyl-naphtho[2,3-b]thiophen-4-yl)-phenyl ester), BrBr (bromine), S([O-])(O)=O.[Na+] (sodium bisulfite). The reagents and catalysts are [Fe](Cl)(Cl)Cl (iron (III) chloride). Solvent: ClCCl (dichloromethane), ClCCl (dichloromethane). Reaction conditions: time 10 minute. The product is BrC1=C2C=CC=CC2=C(C2=C1SC(=C2C)C)C2=CC=C(C=C2)OC(C)=O (Acetic Acid 4-(9-bromo-2,3-dimethyl-naphtho[2,3-b]thiophen-4-yl)-phenyl ester). Yield: 90.8%. As a reaction SMILES: [Br:1]Br.[CH3:3][C:4]1[S:8][C:7]2[CH:9]=[C:10]3[C:15](=[C:16]([C:17]4[CH:22]=[CH:21][C:20]([O:23][C:24](=[O:26])[CH3:25])=[CH:19][CH:18]=4)[C:6]=2[C:5]=1[CH3:27])[CH:14]=[CH:13][CH:12]=[CH:11]3.S(=O)(O)[O-].[Na+]>ClCCl.[Fe](Cl)(Cl)Cl>[Br:1][C:9]1[C:7]2[S:8][C:4]([CH3:3])=[C:5]([CH3:27])[C:6]=2[C:16]([C:17]2[CH:22]=[CH:21][C:20]([O:23][C:24](=[O:26])[CH3:25])=[CH:19][CH:18]=2)=[C:15]2[C:10]=1[CH:11]=[CH:12][CH:13]=[CH:14]2 |f:2.3|. Reported procedure: A solution of bromine (0.326 mL, 6.15 mmol) in dichloromethane (9 mL) was added dropwise over a 15 minute period to a solution that was stirred in the absence of light of acetic acid 4-(2,3-dimethyl-naphtho[2,3-b]thiophen-4-yl)-phenyl ester (1.87 g, 5.41 mmol) and iron (III) chloride (50 mg, 0.31 mmol) in dichloromethane (47 mL) at −78° C. under a dry nitrogen atmosphere. After 10 minutes, a dilute aqueous sodium bisulfite solution was added and the reaction mixture was partitioned between water... The reactants are C(=O)(Cl)Cl (Phosgene), COC=1C=C(N)C=CC1OC (3,4-dimethoxyaniline), C(=O)(Cl)Cl (phosgene). Solvent: C1=CC=CC=C1 (benzene). Product: COC=1C=C(C=CC1OC)N=C=O (3,4-Dimethoxyphenylisocyanate). Reaction SMILES: [C:1](Cl)(Cl)=[O:2].[CH3:5][O:6][C:7]1[CH:8]=[C:9]([CH:11]=[CH:12][C:13]=1[O:14][CH3:15])[NH2:10]>C1C=CC=CC=1>[CH3:5][O:6][C:7]1[CH:8]=[C:9]([N:10]=[C:1]=[O:2])[CH:11]=[CH:12][C:13]=1[O:14][CH3:15]. Procedure details: Phosgene (4 eq) is bubbled at a moderate rate into a 3-neck flask containing a solution of 3,4-dimethoxyaniline (1 eq.), in benzene (2 liters). The flask is cooled in an ice bath for 15 minutes and then the solution is refluxed for 13/4 hours while excess phosgene is added. The reaction mixture is then refluxed overnight and the solvent removed under vacuum. Acetone is added and the solvent is again removed under vacuum leaving a dark brown oily residue which is distilled at 132°-134° C./0.6 mm.... The reactants are CC(=O)Cl, O, OCc1ccc(C=Cc2csc3ccccc23)s1, c1ccncc1. Product: CC(=O)OCc1ccc(C=Cc2csc3ccccc23)s1. Reaction SMILES: [CH3:25][C:26]([Cl:27])=[O:28].[OH2:29].[OH:1][CH2:2][c:3]1[cH:4][cH:5][c:6]([CH:8]=[CH:9][c:10]2[c:11]3[c:12]([s:13][cH:14]2)[cH:15][cH:16][cH:17][cH:18]3)[s:7]1.[cH:19]1[cH:20][cH:21][n:22][cH:23][cH:24]1>>[O:1]([CH2:2][c:3]1[cH:4][cH:5][c:6]([CH:8]=[CH:9][c:10]2[c:11]3[c:12]([s:13][cH:14]2)[cH:15][cH:16][cH:17][cH:18]3)[s:7]1)[C:26]([CH3:25])=[O:28]. The reactants are Cl.ClC1=CC(=NC=N1)NC1=CC(=CC=C1)Cl (6-chloro-N-(3-chlorophenyl)pyrimidin-4-amine hydrochloride), COCCN (2-methoxyethanamine), CCN(C(C)C)C(C)C (DIPEA). Solvent: CCCCO (n-BuOH). Conditions: temperature 200 celsius. Product: ClC=1C=C(C=CC1)NC1=NC=NC(=C1)NCCOC (N4-(3-Chlorophenyl)-N6-(2-methoxyethyl)pyrimidine-4,6-diamine). Yield: 70.0%. Reaction SMILES: Cl.Cl[C:3]1[N:8]=[CH:7][N:6]=[C:5]([NH:9][C:10]2[CH:15]=[CH:14][CH:13]=[C:12]([Cl:16])[CH:11]=2)[CH:4]=1.[CH3:17][O:18][CH2:19][CH2:20][NH2:21].CCN(C(C)C)C(C)C>CCCCO>[Cl:16][C:12]1[CH:11]=[C:10]([NH:9][C:5]2[CH:4]=[C:3]([NH:21][CH2:20][CH2:19][O:18][CH3:17])[N:8]=[CH:7][N:6]=2)[CH:15]=[CH:14][CH:13]=1 |f:0.1|. Reported procedure: 75 mg of 6-chloro-N-(3-chlorophenyl)pyrimidin-4-amine hydrochloride, 30 mg of 2-methoxyethanamine and 88 mg of DIPEA were dissolved in 1 mL of n-BuOH and charged into a microwave vial and the vial obtained was heated to 200° C. for 60 minutes under microwave irradiation. The reaction was monitored by TLC. The crude product was obtained by evaporating n-BuOH. Purification was carried out by column chromatography using EtOAc. N4-(3-Chlorophenyl)-N6-(2-methoxyethyl)pyrimidine-4,6-diamine in the for... Reactants: CCO, ClCCl, O=C1c2ccccc2C(=O)N1CCCCOc1cccc([N+](=O)[O-])c1, NN. The product is NCCCCOc1cccc([N+](=O)[O-])c1. RXN SMILES: [CH3:28][CH2:29][OH:30].[Cl:31][CH2:32][Cl:33].[N+:1](=[O:2])([O-:3])[c:4]1[cH:5][c:6]([O:7][CH2:8][CH2:9][CH2:10][CH2:11][N:12]2[C:13](=[O:14])[c:15]3[c:16]([cH:17][cH:18][cH:19][cH:20]3)[C:21]2=[O:22])[cH:23][cH:24][cH:25]1.[NH2:26][NH2:27]>>[N+:1](=[O:2])([O-:3])[c:4]1[cH:5][c:6]([O:7][CH2:8][CH2:9][CH2:10][CH2:11][NH2:12])[cH:23][cH:24][cH:25]1. The reactants are [Al+3], COC(=O)c1cccc(-c2c(C)cccc2C)c1C, CCOCC, [Cl-], [H-], [H-], [H-], [H-], [H][H], [Li+], [NH4+]. Product: Cc1cccc(C)c1-c1cccc(CO)c1C. RXN SMILES: [Al+3:21].[CH3:1][c:2]1[c:3](-[c:12]2[c:13]([CH3:19])[cH:14][cH:15][cH:16][c:17]2[CH3:18])[cH:4][cH:5][cH:6][c:7]1[C:8](=[O:9])[O:10][CH3:11].[CH3:30][CH2:31][O:32][CH2:33][CH3:34].[Cl-:26].[H-:20].[H-:23].[H-:24].[H-:25].[H:28][H:29].[Li+:22].[NH4+:27]>>[CH3:1][c:2]1[c:3](-[c:12]2[c:13]([CH3:19])[cH:14][cH:15][cH:16][c:17]2[CH3:18])[cH:4][cH:5][cH:6][c:7]1[CH2:8][OH:9].